This data is from the Open Reaction Database (ORD), a public repository of structured organic reaction records. The task is: describe an organic reaction: reactants, conditions, products, and yield Starting materials: N1C=C(C2=CC=CC=C12)C=O (Indole-3-carbaldehyde), C(Cl)C1CO1 (epichlorohydrin), S(=O)(=O)([O-])[O-].[Na+].[Na+] (sodium sulphate), [OH-].[K+] (KOH), [OH-].[K+] (Potassium hydroxide). Conditions: temperature 50 celsius, time 5 hour. Yields the product O1C(CN2C=C(C3=CC=CC=C23)C=O)C1 (1-(2,3-Epoxypropyl)-Indole-3-Carbaldehyde). As a reaction SMILES: [NH:1]1[C:9]2[C:4](=[CH:5][CH:6]=[CH:7][CH:8]=2)[C:3]([CH:10]=[O:11])=[CH:2]1.[OH-].[K+].S([O-])([O-])(=O)=O.[Na+].[Na+].[CH2:21]([CH:23]1[O:25][CH2:24]1)Cl>>[O:25]1[CH2:24][CH:23]1[CH2:21][N:1]1[C:9]2[C:4](=[CH:5][CH:6]=[CH:7][CH:8]=2)[C:3]([CH:10]=[O:11])=[CH:2]1 |f:1.2,3.4.5|. Procedure details: Indole-3-carbaldehyde (5 g, 0.034 mol) was dissolved in epichlorohydrin (55 g, available from Aldrich, Milwaukee, Wis.) under mild heating. Potassium hydroxide (KOH, 4.2 g, 0.076 mol) was added to the reaction mixture in three even portions. Additionally, sodium sulphate (Na2SO4, 0.7 g) was added before every addition of KOH into the flask. After stirred for 5 hours at 50° C., the reaction mixture was filtered and epichlorohydrin was removed by vacuum distillation from the filtrate. Then the pro... Starting materials: [Br-].CC1=CC=CC(=N1)[Zn+] (6-Methyl-2-pyridylzinc bromide), C(C)(C)(C)OC(N(C1=NC(=CN=C1)Cl)C1=CC=C(C=C1)Cl)=O ((4-chloro-phenyl)-(6-chloro-pyrazin-2-yl)-carbamic acid tert-butyl ester). Reagents/catalysts: Cl[Pd]([P](C1=CC=CC=C1)(C2=CC=CC=C2)C3=CC=CC=C3)([P](C4=CC=CC=C4)(C5=CC=CC=C5)C6=CC=CC=C6)Cl (Bis(triphenylphosphine)palladium(II) dichloride). Run in O1CCCC1 (tetrahydrofuran), O1CCCC1 (tetrahydrofuran). Conditions: time 15 minute. The product is C(C)(C)(C)OC(N(C1=NC(=CN=C1)C1=NC(=CC=C1)C)C1=CC=C(C=C1)Cl)=O ((4-chloro-phenyl)-[6-(6-methyl-pyridin-2-yl)-pyrazin-2-yl]-carbamic acid tert-butyl ester). The yield is 37.5%. RXN SMILES: [Br-].[CH3:2][C:3]1[N:8]=[C:7]([Zn+])[CH:6]=[CH:5][CH:4]=1.[C:10]([O:14][C:15](=[O:31])[N:16]([C:24]1[CH:29]=[CH:28][C:27]([Cl:30])=[CH:26][CH:25]=1)[C:17]1[CH:22]=[N:21][CH:20]=[C:19](Cl)[N:18]=1)([CH3:13])([CH3:12])[CH3:11]>O1CCCC1.Cl[Pd](Cl)([P](C1C=CC=CC=1)(C1C=CC=CC=1)C1C=CC=CC=1)[P](C1C=CC=CC=1)(C1C=CC=CC=1)C1C=CC=CC=1>[C:10]([O:14][C:15](=[O:31])[N:16]([C:24]1[CH:29]=[CH:28][C:27]([Cl:30])=[CH:26][CH:25]=1)[C:17]1[CH:22]=[N:21][CH:20]=[C:19]([C:7]2[CH:6]=[CH:5][CH:4]=[C:3]([CH3:2])[N:8]=2)[N:18]=1)([CH3:13])([CH3:12])[CH3:11] |f:0.1,^1:39,58|. Reported procedure: Bis(triphenylphosphine)palladium(II) dichloride (54 mg, 0.076 mmol) was dissolved in degassed tetrahydrofuran (5 mL) Diisobutylaluminum hydride (1M in hexanes, 0.15 mL, 0.15 mmol) was added and the mixture was stirred for 15 minutes. 6-Methyl-2-pyridylzinc bromide (0.5 M in tetrahydrofuran, 2.29 mL, 1.15 mmol) and a solution of (4-chloro-phenyl)-(6-chloro-pyrazin-2-yl)-carbamic acid tert-butyl ester (260 mg, 0.76 mmol) in tetrahydrofuran (3 mL) was added and the mixture was stirred at room tempe... Starting materials: Cc1ccccc1Br, Cc1ccc(Br)cc1, CC(C)(C)C(=O)Cl, Cl, [Mg], C1CCOC1. The product is Cc1ccc(C(=O)C(C)(C)C)cc1. RXN SMILES: [Br:10][c:11]1[cH:12][cH:13][cH:14][cH:15][c:16]1[CH3:17].[Br:2][c:3]1[cH:4][cH:5][c:6]([CH3:9])[cH:7][cH:8]1.[C:18]([C:19]([CH3:20])([CH3:21])[CH3:22])(=[O:23])[Cl:24].[ClH:25].[Mg:1].[O:26]1[CH2:27][CH2:28][CH2:29][CH2:30]1>>[c:3]1([C:18]([C:19]([CH3:20])([CH3:21])[CH3:22])=[O:23])[cH:4][cH:5][c:6]([CH3:9])[cH:7][cH:8]1. Starting materials: ClC1=NC=C(C=C1NS(=O)(=O)C)C1=CC(=C2C=NN(C2=C1)S(=O)(=O)C1=CC=C(C=C1)C)C=1OC(=NN1)CCl (N-(2-Chloro-5-{4-[5-(chloromethyl)-1,3,4-oxadiazol-2-yl]-1-[(4-methylphenyl)sulfonyl]-1H-indazol-6-yl}-3-pyridinyl)methanesulfonamide), C[C@@H]1CNC[C@@H](O1)C ((2R,6S)-2,6-dimethylmorpholine). Reaction conditions: temperature 90 celsius, time 3 hour. Yields the product ClC1=NC=C(C=C1NS(=O)(=O)C)C1=CC(=C2C=NNC2=C1)C=1OC(=NN1)CN1C[C@H](O[C@H](C1)C)C (N-{2-Chloro-5-[4-(5-{[(2R,6S)-2,6-dimethyl-4-morpholinyl]methyl}-1,3,4-oxadiazol-2-yl)-1H-indazol-6-yl]-3-pyridinyl}methanesulfonamide). Yield: 27.6%. As a reaction SMILES: [Cl:1][C:2]1[C:7]([NH:8][S:9]([CH3:12])(=[O:11])=[O:10])=[CH:6][C:5]([C:13]2[CH:21]=[C:20]3[C:16]([CH:17]=[N:18][N:19]3S(C3C=CC(C)=CC=3)(=O)=O)=[C:15]([C:32]3[O:33][C:34]([CH2:37]Cl)=[N:35][N:36]=3)[CH:14]=2)=[CH:4][N:3]=1.[CH3:39][C@H:40]1[O:45][C@@H:44]([CH3:46])[CH2:43][NH:42][CH2:41]1>>[Cl:1][C:2]1[C:7]([NH:8][S:9]([CH3:12])(=[O:10])=[O:11])=[CH:6][C:5]([C:13]2[CH:21]=[C:20]3[C:16]([CH:17]=[N:18][NH:19]3)=[C:15]([C:32]3[O:33][C:34]([CH2:37][N:42]4[CH2:41][C@H:40]([CH3:39])[O:45][C@H:44]([CH3:46])[CH2:43]4)=[N:35][N:36]=3)[CH:14]=2)=[CH:4][N:3]=1. Procedure: N-(2-Chloro-5-{4-[5-(chloromethyl)-1,3,4-oxadiazol-2-yl]-1-[(4-methylphenyl)sulfonyl]-1H-indazol-6-yl}-3-pyridinyl)methanesulfonamide (50 mg, 0.084 mmol) and (2R,6S)-2,6-dimethylmorpholine (0.5 ml, 0.084 mmol) were placed a vial and heated in a microwave at 90° C. for 15 mins. The reaction was heated in the microwave for a further 20 mins. The (2R,6S)-2,6-dimethylmorpholine was removed and the residue placed into isopropanol (3 ml) and 2M sodium hydroxide (1 ml) and the mixture stirred at room t...